This data is from the Open Reaction Database (ORD), a public repository of structured organic reaction records. The task is: describe an organic reaction: reactants, conditions, products, and yield Reactants: FC1=C(N)C(=CC(=C1)F)F (2,4,6-trifluoroaniline), N1=CC=CC=C1 (pyridine), Cl (hydrochloric acid), COC(C1=CC(C(=O)OC)=CC(=C1)S(=O)(=O)Cl)=O (5-chlorosulfonylisophthalic acid dimethyl ester). The solvent is ClC(C)Cl (dichloroethane), ClC(C)Cl (dichloroethane). Conditions: temperature 0 celsius. The product is COC(C1=CC(C(=O)OC)=CC(=C1)S(NC1=C(C=C(C=C1F)F)F)(=O)=O)=O (5-[N-(2,4,6-Trifluorophenyl)sulfamoyl]-isophthalic acid dimethyl ester). Reaction SMILES: [F:1][C:2]1[CH:8]=[C:7]([F:9])[CH:6]=[C:5]([F:10])[C:3]=1[NH2:4].N1C=CC=CC=1.[CH3:17][O:18][C:19](=[O:34])[C:20]1[CH:29]=[C:28]([S:30](Cl)(=[O:32])=[O:31])[CH:27]=[C:22]([C:23]([O:25][CH3:26])=[O:24])[CH:21]=1.Cl>ClC(Cl)C>[CH3:17][O:18][C:19](=[O:34])[C:20]1[CH:29]=[C:28]([S:30](=[O:31])(=[O:32])[NH:4][C:3]2[C:2]([F:1])=[CH:8][C:7]([F:9])=[CH:6][C:5]=2[F:10])[CH:27]=[C:22]([C:23]([O:25][CH3:26])=[O:24])[CH:21]=1. Procedure: 2.94 g (20 mmol) of 2,4,6-trifluoroaniline is dissolved in 50 ml of dichloroethane with exclusion of moisture, 3.16 g (40 mmol) of pyridine is added and the solution is cooled to 0° C. With this temperature being maintained, a solution of 5.85 g (20 mmol) of 5-chlorosulfonylisophthalic acid dimethyl ester in 50 ml of dichloroethane is instilled. It is stirred for 30 more minutes at 0° C. and 5 more hours at room temperature. The suspension is shaken out three times with 2N hydrochloric acid and ... Reactants: CCCCCC, CC(C)OC(C)C, O=C(Nc1ccc([N+](=O)[O-])cc1)C(=O)N1CCC(Cc2ccc(F)cc2)CC1. Yields the product Nc1ccc(NC(=O)C(=O)N2CCC(Cc3ccc(F)cc3)CC2)cc1. As a reaction SMILES: [CH3:29][CH2:30][CH2:31][CH2:32][CH2:33][CH3:34].[CH:35]([O:36][CH:37]([CH3:38])[CH3:39])([CH3:40])[CH3:41].[F:1][c:2]1[cH:3][cH:4][c:5]([CH2:6][CH:7]2[CH2:8][CH2:9][N:10]([C:13]([C:14](=[O:15])[NH:16][c:17]3[cH:18][cH:19][c:20]([N+:23]([O-:24])=[O:25])[cH:21][cH:22]3)=[O:26])[CH2:11][CH2:12]2)[cH:27][cH:28]1>>[F:1][c:2]1[cH:3][cH:4][c:5]([CH2:6][CH:7]2[CH2:8][CH2:9][N:10]([C:13]([C:14](=[O:15])[NH:16][c:17]3[cH:18][cH:19][c:20]([NH2:23])[cH:21][cH:22]3)=[O:26])[CH2:11][CH2:12]2)[cH:27][cH:28]1.